This data is from the Open Reaction Database (ORD), a public repository of structured organic reaction records. The task is: describe an organic reaction: reactants, conditions, products, and yield The reactants are Cc1ccc(S(=O)(=O)OCC2Cc3cc(Cl)cc(-c4ccccc4F)c3O2)cc1, CN, Cl. Product: CNCC1Cc2cc(Cl)cc(-c3ccccc3F)c2O1. Reaction SMILES: [CH3:2][c:3]1[cH:4][cH:5][c:6]([S:7]([O:8][CH2:13][CH:14]2[O:15][c:16]3[c:17]([cH:19][c:20]([Cl:30])[cH:21][c:22]3-[c:23]3[c:24]([F:29])[cH:25][cH:26][cH:27][cH:28]3)[CH2:18]2)(=[O:9])=[O:10])[cH:11][cH:12]1.[CH3:31][NH2:32].[ClH:1]>>[CH2:13]([CH:14]1[O:15][c:16]2[c:17]([cH:19][c:20]([Cl:30])[cH:21][c:22]2-[c:23]2[c:24]([F:29])[cH:25][cH:26][cH:27][cH:28]2)[CH2:18]1)[NH:32][CH3:31].